From a dataset of the Open Reaction Database (ORD), a public repository of structured organic reaction records. describe an organic reaction: reactants, conditions, products, and yield Starting materials: FC1=C(C=CC(=C1)F)[N+](=O)[O-] (2,4-difluoro-1-nitrobenzene), [Cl-].[NH4+] (ammonium chloride), CC(C)([O-])C.[K+] (Potassium tert-butoxide), CN1N=CC=C1N (2-methyl-2H-pyrazol-3-ylamine), resultant mixture. Solvent: C1CCOC1 (THF), C1CCOC1 (THF). Conditions: time 2 hour. Product: FC=1C=CC(=C(C1)NC=1N(N=CC1)C)[N+](=O)[O-] ((5-Fluoro-2-nitrophenyl)-(2-methyl-2H-pyrazol-3-yl)amine). The yield is 80.6%. RXN SMILES: CC(C)([O-])C.[K+].[CH3:7][N:8]1[C:12]([NH2:13])=[CH:11][CH:10]=[N:9]1.F[C:15]1[CH:20]=[C:19]([F:21])[CH:18]=[CH:17][C:16]=1[N+:22]([O-:24])=[O:23].[Cl-].[NH4+]>C1COCC1>[F:21][C:19]1[CH:18]=[CH:17][C:16]([N+:22]([O-:24])=[O:23])=[C:15]([NH:13][C:12]2[N:8]([CH3:7])[N:9]=[CH:10][CH:11]=2)[CH:20]=1 |f:0.1,4.5|. Procedure details: Potassium tert-butoxide (1.16 g, 10.3 mmol) was added to a solution of 2-methyl-2H-pyrazol-3-ylamine (0.50 g, 5.15 mmol) in THF (10 mL) at 0° C. under nitrogen and the resultant mixture stirred for 15 min. 2,4-difluoro-1-nitrobenzene (0.98 g, 6.18 mmol) in THF (5 mL) was added and stirring continued for 2 h. The reaction mixture was poured into saturated aqueous ammonium chloride solution and extracted with EtOAc (×3). The combined EtOAc extracts were dried (Na2SO4) and concentrated in vacuo. Th... The reactants are solution, [N+](CCCC)(CCCC)(CCCC)CCCC.[F-] (n-Bu4NF), [Sn](C)(C)(C)Cl (Me3SnCl), C(C)(C)(C)[Li] (t-Butyllithium), CCCCC (pentane), BrC=1C=CC=2C=C(C3=CC=CC=C3C2C1)CO[Si](C)(C)C(C)(C)C (3-Bromo-9-(t-butyldimethylsilyloxymethyl)-phenanthrene). Solvent: C1CCOC1 (THF), C1CCOC1 (THF). Conditions: temperature -78 celsius, time 30 minute. Product: C[Sn](C=1C=CC=2C=C(C3=CC=CC=C3C2C1)CO)(C)C (3-Trimethylstannyl-9-(hydroxymethyl)-phenanthrene). Yield: 79.0%. Reaction SMILES: Br[C:2]1[CH:3]=[CH:4][C:5]2[CH:6]=[C:7]([CH2:16][O:17][Si](C(C)(C)C)(C)C)[C:8]3[C:13]([C:14]=2[CH:15]=1)=[CH:12][CH:11]=[CH:10][CH:9]=3.C([Li])(C)(C)C.CCCCC.[Sn:35](Cl)([CH3:38])([CH3:37])[CH3:36].[N+](CCCC)(CCCC)(CCCC)CCCC.[F-]>C1COCC1>[CH3:36][Sn:35]([CH3:38])([CH3:37])[C:2]1[CH:3]=[CH:4][C:5]2[CH:6]=[C:7]([CH2:16][OH:17])[C:8]3[C:13]([C:14]=2[CH:15]=1)=[CH:12][CH:11]=[CH:10][CH:9]=3 |f:4.5|. Reported procedure: Bromophenanthrene 5 (1.02 g, 2.5 mmol) was dissolved in anhydrous THF (15 mL) and cooled to -78° C. under nitrogen. To this stirred solution was added a solution of t-Butyllithium in pentane (2.2 equiv.; 5.5 mmol; 3.0 mL). After 30 minutes at -78° C., the reaction was warmed to -50° C. for 20 minutes, after which time Me3SnCl (1.1 equiv.; 2.75 mmol; 548 mg) was added as a solid. The cold bath was removed and the reaction allowed to reach ambient temperature. After 75 minutes, the reaction was qu... The reactants are FC1=C(C(=O)O)C=CN=C1 (3-fluoro-isonicotinic acid), C(C)O (ethyl alcohol). The product is FC1=C(C(=O)OCC)C=CN=C1 (ethyl 3-fluoroisonicotinate). RXN SMILES: [F:1][C:2]1[CH:10]=[N:9][CH:8]=[CH:7][C:3]=1[C:4]([OH:6])=[O:5].[CH2:11](O)[CH3:12]>>[F:1][C:2]1[CH:10]=[N:9][CH:8]=[CH:7][C:3]=1[C:4]([O:6][CH2:11][CH3:12])=[O:5]. Reported procedure: 3-fluoro-isonicotinic acid and ethyl alcohol were processed according to the method of Example 128A to provide the product. MS (ESI+) m/z 170 (M+H)+; Starting materials: O=C(OOC(=O)c1ccccc1)c1ccccc1, Cc1nc2c(Cl)csc2s1, O=C1CCC(=O)N1Br. The product is Clc1csc2sc(CBr)nc12. RXN SMILES: [C:11]([O:12][O:13][C:14](=[O:15])[c:16]1[cH:17][cH:18][cH:19][cH:20][cH:21]1)(=[O:22])[c:23]1[cH:24][cH:25][cH:26][cH:27][cH:28]1.[Cl:1][c:2]1[cH:3][s:4][c:5]2[c:6]1[n:7][c:8]([CH3:10])[s:9]2.[O:29]=[C:30]1[N:31]([Br:36])[C:32](=[O:33])[CH2:34][CH2:35]1>>[Cl:1][c:2]1[cH:3][s:4][c:5]2[c:6]1[n:7][c:8]([CH2:10][Br:36])[s:9]2. Starting materials: arylbromide, BrC1=CC=C(C=C1)C1=CC=CC=C1 (4-bromobiphenyl), NC1=CC=CC=C1 (aniline), NC1=CC=CC=C1 (aniline). Product: C1(=CC=CC=C1)NC=1C(=CC=CC1)C1=CC=CC=C1 (N-phenyl-biphenylamine). As a reaction SMILES: [NH2:1][C:2]1[CH:7]=[CH:6][CH:5]=[CH:4][CH:3]=1.Br[C:9]1[CH:14]=[CH:13][C:12]([C:15]2[CH:20]=[CH:19][CH:18]=[CH:17][CH:16]=2)=[CH:11][CH:10]=1>>[C:2]1([NH:1][C:20]2[C:15]([C:12]3[CH:11]=[CH:10][CH:9]=[CH:14][CH:13]=3)=[CH:16][CH:17]=[CH:18][CH:19]=2)[CH:7]=[CH:6][CH:5]=[CH:4][CH:3]=1. Procedure: An improved process for producing diarylamines is to react an arylbromide and an aniline compound in the presence of a suitable catalyst. For example, aniline can be rapidly reacted with 4-bromobiphenyl to form N-phenyl-biphenylamine using palladium acetate ligated with 2,4,6-trioxa-1,3,5,7-tetramethyl-8-phosphaadamantane, which is manufactured as Cytop-216 (Cytec Industries), and sodium t-pentoxide base. This reaction proceeds rapidly, in about 4 to 6 hours, to produce the desired diarylamine. Reactants: CN(C)C (trimethylamine), NC1=NC(=C2NC=NC2=N1)Cl (2-amino-6-chloropurine). Solvent: CN(C=O)C (N,N-dimethylformamide). Conditions: time 12 hour. Yields the product [Cl-].NC1=NC(=C2NC=NC2=N1)[N+](C)(C)C (2-Amino-trimethylpurin-6-ylammonium chloride). Reaction SMILES: [CH3:1][N:2]([CH3:4])[CH3:3].[NH2:5][C:6]1[N:14]=[C:13]2[C:9]([NH:10][CH:11]=[N:12]2)=[C:8]([Cl:15])[N:7]=1>CN(C)C=O>[Cl-:15].[NH2:5][C:6]1[N:14]=[C:13]2[C:9]([NH:10][CH:11]=[N:12]2)=[C:8]([N+:2]([CH3:4])([CH3:3])[CH3:1])[N:7]=1 |f:3.4|. Procedure: Anhydrous trimethylamine was bubbled through a solution of 2-amino-6-chloropurine (10 g, 59 mmol) in anhydrous N,N-dimethylformamide (80 ml) for 30 min and the reaction stirred at room temperature for 12 h under a stream of nitrogen. The crude product was collected by filtration, dissolved in the minimum amount of cold water and the product precipitated out by the addition of acetone. The title compound was collected as a white solid (9.96 g, 74%)(m.p. 205-206° C.). (Found C, 41.8; H, 5.6; N, 36... Starting materials: C(#C)C1=CC=C(C=C1)CC(C)NC(C)=O (N-[2-(4-ethynyl-phenyl)-1-methyl-ethyl]-acetamide), C(C)OC1=NC=CC(=C1)I (2-ethoxy-4-iodo-pyridine), TEA. The reagents and catalysts are [Cu]I (CuI). Solvent: C(C)#N (ACN). Yields the product C(C)OC1=NC=CC(=C1)C#CC1=CC=C(C=C1)CC(C)NC(C)=O (N-{2-[4-(2-Ethoxy-pyridin-4-ylethynyl)-phenyl]-1-methyl-ethyl}-acetamide). As a reaction SMILES: [C:1]([C:3]1[CH:8]=[CH:7][C:6]([CH2:9][CH:10]([NH:12][C:13](=[O:15])[CH3:14])[CH3:11])=[CH:5][CH:4]=1)#[CH:2].[CH2:16]([O:18][C:19]1[CH:24]=[C:23](I)[CH:22]=[CH:21][N:20]=1)[CH3:17]>C(#N)C.[Cu]I>[CH2:16]([O:18][C:19]1[CH:24]=[C:23]([C:2]#[C:1][C:3]2[CH:8]=[CH:7][C:6]([CH2:9][CH:10]([NH:12][C:13](=[O:15])[CH3:14])[CH3:11])=[CH:5][CH:4]=2)[CH:22]=[CH:21][N:20]=1)[CH3:17]. Procedure details: To 100 mg (0.50 mmol) N-[2-(4-ethynyl-phenyl)-1-methyl-ethyl]-acetamide (I58.2) and 124 mg (0.50 mmol) 2-ethoxy-4-iodo-pyridine (I6.1) in 5.00 mL ACN are added 20.3 mg (0.03 mmol) 1,1′-bis[diphenylphosphino]ferrocenepalladium dichloride dichloromethane complex (1:1), 4.83 mg (0.03 mmol) CuI and 0.16 mL (1.16 mmol) TEA. The mixture is stirred at r.t. over night, then poured onto water and extracted with DCM. The organic layer is dried with MgSO4 and the solvent is removed in vacuo. The residue is... Starting materials: CC1=C(C(=CC=C1)C)NCC(C)NC1=CC(=CC=C1)C(F)(F)F (1-(2',6'-Dimethylphenyl-amino)-2-(3'-trifluoromethylphenyl-amino)-propane), FC(C=1C=C(N)C=CC1)(F)F (3-trifluoromethyl-aniline), ( c ), ClC(CNC1=C(C=CC=C1C)C)C (N-(β-chloropropyl)-2,6-dimethyl-aniline), ( a ), Cl.FC(C=1C=C(N)C=CC1)(F)F (3-trifluoromethyl-aniline hydrochloride). The product is CC1=C(C(=CC=C1)C)N1C(N(C(C1)C)C1=CC(=CC=C1)C(F)(F)F)=N (1-(2',6'-Dimethylphenyl)-2-imino-3-(3'-trifluoromethylphenyl)-4-methyl-imidazolidine). Isolated yield 42.4%. As a reaction SMILES: [CH3:1][C:2]1[CH:7]=[CH:6][CH:5]=[C:4]([CH3:8])[C:3]=1[NH:9][CH2:10][CH:11]([NH:13][C:14]1[CH:19]=[CH:18][CH:17]=[C:16]([C:20]([F:23])([F:22])[F:21])[CH:15]=1)[CH3:12].ClC(C)[CH2:26][NH:27]C1C(C)=CC=CC=1C.FC(F)(F)C1C=C(C=CC=1)N.Cl.FC(F)(F)C1C=C(C=CC=1)N>>[CH3:1][C:2]1[CH:7]=[CH:6][CH:5]=[C:4]([CH3:8])[C:3]=1[N:9]1[CH2:10][CH:11]([CH3:12])[N:13]([C:14]2[CH:19]=[CH:18][CH:17]=[C:16]([C:20]([F:21])([F:22])[F:23])[CH:15]=2)[C:26]1=[NH:27] |f:3.4|. Procedure details: 1-(2',6'-Dimethylphenyl-amino)-2-(3'-trifluoromethylphenyl-amino)-propane, applied as starting substance, is prepared by reacting N-(β-chloropropyl)-2,6-dimethyl-aniline, a compound prepared as described in Example 3, Method (b), point (a), with 3-trifluoromethyl-aniline. The reaction is performed as described in Example 16, point (c) with the difference that crystalline 3-trifluoromethyl-aniline hydrochloride is separated from the reaction mixture by trituration with benzene. The aimed product ... Reactants: NC(CN(CC(C)(C)C)CC(CC1=CC=CC=C1)N)CC1=CC=CC=C1 (N,N-bis[2-amino-3-phenylpropyl]-N-(2,2-dimethylpropyl)amine), C(OC1=CC=C(C=C1)[N+](=O)[O-])(OCC1=CN=CS1)=O (4-nitrophenyl 1,3-thiazol-5-ylmethyl carbonate). Run in C(C)(=O)OCC (ethyl acetate), C(C)(=O)OCC (ethyl acetate), C(C)(=O)OCC (ethyl acetate). Run at temperature 60 celsius, time 8 hour. Yields the product CC(CN(C[C@@H](CC1=CC=CC=C1)NC(=O)OCC1=CN=CS1)C[C@@H](CC1=CC=CC=C1)NC(=O)OCC1=CN=CS1)(C)C (N-(2,2-dimethylpropyl)-N,N-bis[(2R)-2-(thiazol-5-ylmethoxycarbonylamino)-3-phenylpropyl]amine). As a reaction SMILES: [NH2:1][CH:2]([CH2:20][C:21]1[CH:26]=[CH:25][CH:24]=[CH:23][CH:22]=1)[CH2:3][N:4]([CH2:10][CH:11]([NH2:19])[CH2:12][C:13]1[CH:18]=[CH:17][CH:16]=[CH:15][CH:14]=1)[CH2:5][C:6]([CH3:9])([CH3:8])[CH3:7].[C:27](=[O:45])([O:38][CH2:39][C:40]1[S:44][CH:43]=[N:42][CH:41]=1)OC1C=CC([N+]([O-])=O)=CC=1>C(OCC)(=O)C>[CH3:7][C:6]([CH3:9])([CH3:8])[CH2:5][N:4]([CH2:3][C@H:2]([NH:1][C:27]([O:38][CH2:39][C:40]1[S:44][CH:43]=[N:42][CH:41]=1)=[O:45])[CH2:20][C:21]1[CH:22]=[CH:23][CH:24]=[CH:25][CH:26]=1)[CH2:10][C@H:11]([NH:19][C:27]([O:38][CH2:39][C:40]1[S:44][CH:43]=[N:42][CH:41]=1)=[O:45])[CH2:12][C:13]1[CH:18]=[CH:17][CH:16]=[CH:15][CH:14]=1. Procedure details: The product from Example 7C (0.34 g) was treated with 4-nitrophenyl 1,3-thiazol-5-ylmethyl carbonate [prepared from 4-nitrophenyl 1,3-thiazol-5-ylmethyl carbonate hydrochloride salt (0.63 g, 1.99 mmol) by extraction with aqueous NaHCO3] in ethyl acetate (10 mL). The mixture was stirred at 60° C. under a N2 atmosphere overnight. The mixture was diluted with ethyl acetate (50 mL), extracted with 10% aqueous K2CO3 (3×20 mL), washed with water (20 mL) and brine, dried over Na2SO4, filtered, and conc...